Dataset: the Open Reaction Database (ORD), a public repository of structured organic reaction records. Task: describe an organic reaction: reactants, conditions, products, and yield Starting materials: C (charcoal), C(C)OC=C(C(=O)OCC)C(=O)OCC (Diethyl ethoxymethylenemalonate), COC=1C=C2CCCNC2=CC1 (6-methoxytetrahydroquinoline), ester, Formula III, Polyphosphoric acid, [OH-].[Na+] (sodium hydroxide). Solvent: O (water). Conditions: temperature 220 celsius. Yields the product COC1=CC=2CCCN3C=C(C(C(C23)=C1)=O)C(=O)O (6,7-dihydro-9-methoxy-1-oxo-1H,5H-benzo[ij]quinolizine-2-carboxylic acid). As a reaction SMILES: C(O[CH:4]=[C:5]([C:11]([O:13]CC)=O)[C:6]([O:8]CC)=[O:7])C.[CH3:16][O:17][C:18]1[CH:19]=[C:20]2[C:25](=[CH:26][CH:27]=1)[NH:24][CH2:23][CH2:22][CH2:21]2.[OH-].[Na+].C>O>[CH3:16][O:17][C:18]1[CH:27]=[C:26]2[C:25]3[N:24]([CH:4]=[C:5]([C:6]([OH:8])=[O:7])[C:11]2=[O:13])[CH2:23][CH2:22][CH2:21][C:20]=3[CH:19]=1 |f:2.3|. Procedure: Diethyl ethoxymethylenemalonate (43.2 g., 0.20 mole) and 6-methoxytetrahydroquinoline (32.6 g., 0.20 mole) are mixed and heated at 125°-130° C. for three hours. Polyphosphoric acid (200 g.) is added, and the mixture is heated gradually to 220° C. then maintained at 220° C. for one hour. The mixture containing the product ester of Formula III is poured into about 600 ml. of water, then made basic with 40 percent sodium hydroxide solution and heated on a steam bath for two hours. The solution is t... Reactants: CO, CCOC(=O)c1ccc2cc(-c3ccc(OCc4c(CSc5c(Cl)cccc5Cl)noc4C(C)C)cc3)ccc2n1, Cl, [Na+], C1CCOC1, [OH-]. Product: CC(C)c1onc(CSc2c(Cl)cccc2Cl)c1COc1ccc(-c2ccc3nc(C(=O)O)ccc3c2)cc1. RXN SMILES: [CH3:50][OH:51].[Cl:1][c:2]1[c:3]([S:9][CH2:10][c:11]2[n:12][o:13][c:14]([CH:39]([CH3:40])[CH3:41])[c:15]2[CH2:16][O:17][c:18]2[cH:19][cH:20][c:21](-[c:24]3[cH:25][c:26]4[cH:27][cH:28][c:29]([C:34](=[O:35])[O:36][CH2:37][CH3:38])[n:30][c:31]4[cH:32][cH:33]3)[cH:22][cH:23]2)[c:4]([Cl:8])[cH:5][cH:6][cH:7]1.[ClH:49].[Na+:48].[O:42]1[CH2:43][CH2:44][CH2:45][CH2:46]1.[OH-:47]>>[Cl:1][c:2]1[c:3]([S:9][CH2:10][c:11]2[n:12][o:13][c:14]([CH:39]([CH3:40])[CH3:41])[c:15]2[CH2:16][O:17][c:18]2[cH:19][cH:20][c:21](-[c:24]3[cH:25][c:26]4[cH:27][cH:28][c:29]([C:34](=[O:35])[OH:36])[n:30][c:31]4[cH:32][cH:33]3)[cH:22][cH:23]2)[c:4]([Cl:8])[cH:5][cH:6][cH:7]1. The solvent is ClC=CCl (1,2-dichloroethylene). Product: C(CC)(=O)C=1C=C2CC(CSC2=CC1)C (6-propionyl-3-methyl thiochromane). The reactants are Cl (HCl), [Al+3].[Cl-].[Cl-].[Cl-] (AlCl3), C(CC)(=O)Cl (propionyl chloride), CC1CSC2=CC=CC=C2C1 (3-methyl-thiochromane). Reported procedure: To 0.13M of AlCl3, 0.12M of propionyl chloride in 150 ml of 1,2-dichloroethylene, 0.1M (16.4 gr.) de 3-methyl-thiochromane are dropwise added at a temperature of ±5° C. After agitating the mixture for 3 hours at room temperature, a mixture of ice and HCl is added and extraction is made with CHCl3. The organic phase is dried on MgSO4, filtered and evaporated. 17.3 gr. of 6-propionyl-3-methyl thiochromane are so obtained, the homogeneity of which is verified by TLC and the structure of which is ve... Reaction SMILES: [Al+3].[Cl-].[Cl-].[Cl-].[C:5](Cl)(=[O:8])[CH2:6][CH3:7].[CH3:10][CH:11]1[CH2:20][C:19]2[C:14](=[CH:15][CH:16]=[CH:17][CH:18]=2)[S:13][CH2:12]1.Cl>ClC=CCl>[C:5]([C:17]1[CH:18]=[C:19]2[C:14](=[CH:15][CH:16]=1)[S:13][CH2:12][CH:11]([CH3:10])[CH2:20]2)(=[O:8])[CH2:6][CH3:7] |f:0.1.2.3|. Conditions: time 3 hour. Starting materials: N1=CNC2=C1C=CC=C2 (Benzimidazole), BrC1=CC=C(O1)C=O (5-bromo-furan-2-yl formaldehyde), C([O-])([O-])=O.[Cs+].[Cs+] (cesium carbonate). Reagents/catalysts: [Cu]I.CNCCNC (CuI N,N′-dimethylethylenediamine). Product: N1(C=NC2=C1C=CC=C2)C2=CC=C(O2)CO ([5-(benzimidazol-1-yl)-furan-2-yl]-methanol). Reaction SMILES: [N:1]1[C:5]2[CH:6]=[CH:7][CH:8]=[CH:9][C:4]=2[NH:3][CH:2]=1.Br[C:11]1[O:15][C:14]([CH:16]=[O:17])=[CH:13][CH:12]=1.C(=O)([O-])[O-].[Cs+].[Cs+]>[Cu]I.CNCCNC>[N:1]1([C:11]2[O:15][C:14]([CH2:16][OH:17])=[CH:13][CH:12]=2)[C:5]2[CH:6]=[CH:7][CH:8]=[CH:9][C:4]=2[N:3]=[CH:2]1 |f:2.3.4,5.6|. Procedure details: Benzimidazole is mixed with 5-bromo-furan-2-yl formaldehyde in the presence of CuI/N,N′-dimethylethylenediamine and cesium carbonate. The resulting [5-(benzimidazol-1-yl)-furan-2-yl]-formaldehyde is purified, then reduced to the title compound with sodium borohydride. Reactants: CC12CCC3C(CCC4=CC(=O)CCC43CO[Si](C)(C)C)C1CCC2O[Si](C)(C)C, COC(OC)OC, CO, C1CCOC1, Cc1ccc(S(=O)(=O)O)cc1. Yields the product CC12CCC3C(CCC4CC(=O)CCC43CO[Si](C)(C)C)C1CCC2O[Si](C)(C)C. As a reaction SMILES: [CH3:1][Si:2]([O:3][CH:4]1[C:5]2([CH3:6])[CH:7]([CH2:8][CH2:9]1)[CH:10]1[CH2:11][CH2:12][C:13]3=[CH:14][C:15](=[O:28])[CH2:16][CH2:17][C:18]3([CH2:19][O:20][Si:21]([CH3:22])([CH3:23])[CH3:24])[CH:25]1[CH2:26][CH2:27]2)([CH3:29])[CH3:30].[CH3:31][O:32][CH:33]([O:34][CH3:35])[O:36][CH3:37].[CH3:49][OH:50].[O:51]1[CH2:52][CH2:53][CH2:54][CH2:55]1.[c:38]1([CH3:39])[cH:40][cH:41][c:42]([S:43]([OH:44])(=[O:45])=[O:46])[cH:47][cH:48]1>>[CH3:1][Si:2]([O:3][CH:4]1[C:5]2([CH3:6])[CH:7]([CH2:8][CH2:9]1)[CH:10]1[CH2:11][CH2:12][CH:13]3[CH2:14][C:15](=[O:28])[CH2:16][CH2:17][C:18]3([CH2:19][O:20][Si:21]([CH3:22])([CH3:23])[CH3:24])[CH:25]1[CH2:26][CH2:27]2)([CH3:29])[CH3:30]. Reactants: Cc1ccc2nc3c(c(=O)n2c1)CCC3, C[O-], CO, O=Cc1ccccc1, [Na+]. The product is Cc1ccc2nc3c(c(=O)n2c1)CCC3=Cc1ccccc1. Reaction SMILES: [CH3:1][c:2]1[cH:3][cH:4][c:5]2[n:6]([c:7](=[O:14])[c:8]3[c:9]([n:10]2)[CH2:11][CH2:12][CH2:13]3)[cH:15]1.[CH3:24][O-:25].[CH3:27][OH:28].[CH:16](=[O:17])[c:18]1[cH:19][cH:20][cH:21][cH:22][cH:23]1.[Na+:26]>>[CH3:1][c:2]1[cH:3][cH:4][c:5]2[n:6]([c:7](=[O:14])[c:8]3[c:9]([n:10]2)[C:11](=[CH:16][c:18]2[cH:19][cH:20][cH:21][cH:22][cH:23]2)[CH2:12][CH2:13]3)[cH:15]1. Reactants: COC(C1=CC=C(C=C1)OCCBr)=O (4-(2-Bromo-ethoxy)-benzoic acid methyl ester), Cl.ClC=1C=C2C(=C(NC2=CC1)C=1C=NC=CC1)C (5-chloro-3-methyl-2-pyridin-3-yl-1H-indole hydrochloride). Yields the product COC(C1=CC=C(C=C1)OCCN1C(=C(C2=CC(=CC=C12)Cl)C)C=1C=NC=CC1)=O (4-[2-(5-chloro-3-methyl-2-pyridin-3-yl-indol-1-yl)-ethoxy]-benzoic acid methyl ester). RXN SMILES: [CH3:1][O:2][C:3](=[O:14])[C:4]1[CH:9]=[CH:8][C:7]([O:10][CH2:11][CH2:12]Br)=[CH:6][CH:5]=1.Cl.[Cl:16][C:17]1[CH:18]=[C:19]2[C:23](=[CH:24][CH:25]=1)[NH:22][C:21]([C:26]1[CH:27]=[N:28][CH:29]=[CH:30][CH:31]=1)=[C:20]2[CH3:32]>>[CH3:1][O:2][C:3](=[O:14])[C:4]1[CH:9]=[CH:8][C:7]([O:10][CH2:11][CH2:12][N:22]2[C:23]3[C:19](=[CH:18][C:17]([Cl:16])=[CH:25][CH:24]=3)[C:20]([CH3:32])=[C:21]2[C:26]2[CH:27]=[N:28][CH:29]=[CH:30][CH:31]=2)=[CH:6][CH:5]=1 |f:1.2|. Reported procedure: 4-(2-Bromo-ethoxy)-benzoic acid methyl ester (Example 61a) and 5-chloro-3-methyl-2-pyridin-3-yl-indol-1-yl (Example 2) are processed according to the method described in Example 59 to give 4-[2-(5-chloro-3-methyl-2-pyridin-3-yl-indol-1-yl)-ethoxy]-benzoic acid methyl ester. MS (ESI) m/z 421.01.